From a dataset of the Open Reaction Database (ORD), a public repository of structured organic reaction records. describe an organic reaction: reactants, conditions, products, and yield The product is C=CCCC(=O)N1C(=O)OCC1C(C)C. Starting materials: CC(C)(C)C(=O)Cl, C=CCCC(=O)O, C1CCOC1, CN1CCOCC1, CCCCCC, CC(C)C1COC(=O)N1, [Cl-], [Li]CCCC, [NH4+], O. As a reaction SMILES: [C:1]([Cl:2])(=[O:3])[C:4]([CH3:5])([CH3:6])[CH3:7].[C:8]([CH2:9][CH2:10][CH:11]=[CH2:12])(=[O:13])[OH:14].[CH2:44]1[O:45][CH2:46][CH2:47][CH2:48]1.[CH3:15][N:16]1[CH2:17][CH2:18][O:19][CH2:20][CH2:21]1.[CH3:27][CH2:28][CH2:29][CH2:30][CH2:31][CH3:32].[CH3:33][CH:34]([CH3:35])[CH:36]1[NH:37][C:38](=[O:41])[O:39][CH2:40]1.[Cl-:42].[Li:22][CH2:23][CH2:24][CH2:25][CH3:26].[NH4+:43].[OH2:49]>>[C:8]([CH2:9][CH2:10][CH:11]=[CH2:12])(=[O:14])[N:37]1[CH:36]([CH:34]([CH3:33])[CH3:35])[CH2:40][O:39][C:38]1=[O:41]. The reactants are BrC=1C=CC(=C(C(=O)C2=CC=C(C=C2)C)C1)OC (5-bromo-2-methoxy-4'-methylbenzophenone), BrC=1C=CC(=C(C(=O)C2=CC=C(C=C2)C)C1)OC (5-bromo-2-methoxy-4'-methylbenzophenone), BrC1=C(C=C(C=C1)OC)C (4-bromo-1-methoxy-3-methylbenzene), BrC1=C(C=C(C=C1)OC)C (4-bromo-1-methoxy-3-methylbenzene). Product: BrC=1C(=CC(=C(C(=O)C2=CC=C(C=C2)C)C1)OC)C (5-Bromo-2-methoxy-4-methyl-4'-methylbenzophenone). As a reaction SMILES: [Br:1][C:2]1[CH:3]=[CH:4][C:5]([O:17][CH3:18])=[C:6]([CH:16]=1)[C:7]([C:9]1[CH:14]=[CH:13][C:12]([CH3:15])=[CH:11][CH:10]=1)=[O:8].Br[C:20]1C=CC(OC)=CC=1C>>[Br:1][C:2]1[C:3]([CH3:20])=[CH:4][C:5]([O:17][CH3:18])=[C:6]([CH:16]=1)[C:7]([C:9]1[CH:14]=[CH:13][C:12]([CH3:15])=[CH:11][CH:10]=1)=[O:8]. Procedure details: Employing the same general procedure as for the preparation 5-bromo-2-methoxy-4'-methylbenzophenone (Compound H), 780 mg (3.9 mmol) of 4-bromo-1-methoxy-3-methylbenzene (Compound E) was converted into the title compound using 260 mg (1.9 mmol) of aluminum chloride, 0.6 mL (0.7 g, 4.7 mmol) of p-toluoyl chloride and 17 mL of dichloromethane. Purification by flash chromatography (silica, 5% ethyl acetate in hexane) gave the title compound as a white solid. Reactants: FC(C1=CC=C(C=C1)C1N(CCC2=CC=CC=C12)C(=O)N[C@H]1CN(CCC1)C(=O)OC(C)(C)C)(F)F ((3R)-tert-Butyl 3-(1-(4-(trifluoromethyl)phenyl)-1,2,3,4-tetrahydroisoquinoline-2-carboxamido)piperidine-1-carboxylate). Run in C(=O)(C(F)(F)F)O (TFA). Run at time 10 minute. Product: N1C[C@@H](CCC1)NC(=O)N1C(C2=CC=CC=C2CC1)C1=CC=C(C=C1)C(F)(F)F (N—((R)-Piperidin-3-yl)-1-(4-(trifluoromethyl)phenyl)-3,4-dihydroisoquinoline-2(1H)-carboxamide). As a reaction SMILES: [F:1][C:2]([F:36])([F:35])[C:3]1[CH:8]=[CH:7][C:6]([CH:9]2[C:18]3[C:13](=[CH:14][CH:15]=[CH:16][CH:17]=3)[CH2:12][CH2:11][N:10]2[C:19]([NH:21][C@@H:22]2[CH2:27][CH2:26][CH2:25][N:24](C(OC(C)(C)C)=O)[CH2:23]2)=[O:20])=[CH:5][CH:4]=1>C(O)(C(F)(F)F)=O>[NH:24]1[CH2:25][CH2:26][CH2:27][C@@H:22]([NH:21][C:19]([N:10]2[CH2:11][CH2:12][C:13]3[C:18](=[CH:17][CH:16]=[CH:15][CH:14]=3)[CH:9]2[C:6]2[CH:5]=[CH:4][C:3]([C:2]([F:1])([F:35])[F:36])=[CH:8][CH:7]=2)=[O:20])[CH2:23]1. Procedure: A solution of (3R)-tert-butyl 3-(1-(4-(trifluoromethyl)phenyl)-1,2,3,4-tetrahydro-isoquinoline-2-carboxamido)piperidine-1-carboxylate (44 mg, 87 μmol, example 20) in TFA (30% in DCM, 2 mL) was stirred at RT for 30 min. The solvents were removed and EtOAc (5 mL) and saturated NaHCO3 (3 mL) were added to the residue. The solution mixture was then stirred at RT for 10 min. The organic layer was collected and the aqueous layer was extracted with EtOAc (2×2 mL). The combined organic extracts were dri... The yield is 83.5%. Product: ClC1=C2C(=CC=3C(CNCCC31)C3=CC=C(C=C3)S(N)(=O)=O)OCO2 (6-chloro-7,8-methylenedioxy-1-(p-sulfamylphenyl)-2,3,4,5-tetrahydro-1H-3-benzazepine). As a reaction SMILES: FC(F)(F)C(N)=O.[Cl:8][C:9]1[C:19]2[CH2:18][CH2:17][NH:16][CH2:15][CH:14]([C:20]3[CH:25]=[CH:24][C:23]([S:26](=[O:29])(=[O:28])[NH2:27])=[CH:22][CH:21]=3)[C:13]=2[CH:12]=[C:11]2[O:30][CH2:31][O:32][C:10]=12.[OH-].[Na+].CO>O>[Cl:8][C:9]1[C:19]2[CH2:18][CH2:17][NH:16][CH2:15][CH:14]([C:20]3[CH:25]=[CH:24][C:23]([S:26](=[O:28])(=[O:29])[NH2:27])=[CH:22][CH:21]=3)[C:13]=2[CH:12]=[C:11]2[O:30][CH2:31][O:32][C:10]=12 |f:0.1,2.3|. The reactants are FC(C(=O)N)(F)F.ClC1=C2C(=CC=3C(CNCCC31)C3=CC=C(C=C3)S(N)(=O)=O)OCO2 (6-chloro-7,8-methylenedioxy-1-(p-sulfamylphenyl)-2,3,4,5-tetrahydro-1H-3-benzazepine trifluoroacetamide), [OH-].[Na+] (sodium hydroxide), CO (methanol). Solvent: O (water). Conditions: time 2 hour. Reported procedure: A mixture of 0.5 g (1.1 mmole) of 6-chloro-7,8-methylenedioxy-1-(p-sulfamylphenyl)-2,3,4,5-tetrahydro-1H-3-benzazepine trifluoroacetamide, 0.1 g of sodium hydroxide and 50 ml of methanol was stirred at room temperature for 2 hours, poured into water and extracted with ethyl acetate. The combined extracts were washed with brine, dried and concentrated. The residue was chromatographed on 20 g of silica gel with a gradient of 1% to 5% of methanol in chloroform to give 0.35 g of pure 6-chloro-7,8-me... Starting materials: C(C)OC(C(CC(=O)C1=C(C(=CC(=C1)CC1=CC=C(C=C1)F)OC)OC)=O)=O (4-[5-(4-fluoro-benzyl)-2,3-dimethoxy-phenyl]-2,4-dioxo-butyric acid ethyl ester), crude material, [OH-].[Na+] (NaOH). Solvent: CO.CC(=O)O.C(Cl)Cl (MeOH AcOH CH2Cl2). Yields the product FC1=CC=C(CC=2C=C(C(=C(C2)C(CC(C(=O)O)=O)=O)OC)OC)C=C1 (4-[5-(4-Fluoro-benzyl)-2,3-dimethoxy-phenyl]-2,4-dioxo-butyric acid). RXN SMILES: C([O:3][C:4](=[O:28])[C:5](=[O:27])[CH2:6][C:7]([C:9]1[CH:14]=[C:13]([CH2:15][C:16]2[CH:21]=[CH:20][C:19]([F:22])=[CH:18][CH:17]=2)[CH:12]=[C:11]([O:23][CH3:24])[C:10]=1[O:25][CH3:26])=[O:8])C.[OH-].[Na+]>CO.CC(O)=O.C(Cl)Cl>[F:22][C:19]1[CH:18]=[CH:17][C:16]([CH2:15][C:13]2[CH:12]=[C:11]([O:23][CH3:24])[C:10]([O:25][CH3:26])=[C:9]([C:7](=[O:8])[CH2:6][C:5](=[O:27])[C:4]([OH:28])=[O:3])[CH:14]=2)=[CH:21][CH:20]=1 |f:1.2,3.4.5|. Reported procedure: In a manner similar to example AIV-2-1, 4-[5-(4-fluoro-benzyl)-2,3-dimethoxy-phenyl]-2,4-dioxo-butyric acid ethyl ester was formed and the crude material was hydrolyzed in a manner similar to example AIV-3-1 using 1N NaOH to afford L3 as a yellow solid. Rf=0.67 (6:6:94 MeOH/AcOH/CH2Cl2). 1H NMR (400 MHz, CDCl3) δ7.38 (s, 1H), 7.25 (m, 1H), 7.14 (m, 2H), 7.00 (m, 2H), 6.88 (m, 1H), 3.94 (s, 2H), 3.90 (s, 3H), 3.85 (s, 3H). mass spec (FAB, M+1) 361 m/e. Product: Cl(=O)(=O)(=O)[O-].CSC1=[S+]C=CS1 (2-methylthio-1,3-dithiolium perchlorate). Starting materials: S1C(SC=C1)=S (1,3-dithiol-2-thion), COS(OC)(=O)=O (dimethylsulfuric acid), Cl(=O)(=O)(=O)[O-].[Na+] (sodium perchlorate). Reaction SMILES: [S:1]1[CH:5]=[CH:4][S:3][C:2]1=[S:6].[CH3:7]OS(=O)(=O)OC.[Cl:14]([O-:18])(=[O:17])(=[O:16])=[O:15].[Na+]>>[Cl:14]([O-:18])(=[O:17])(=[O:16])=[O:15].[CH3:7][S:6][C:2]1[S:3][CH:4]=[CH:5][S+:1]=1 |f:2.3,4.5|. Isolated yield 85.8%. Run at time 30 minute. Reported procedure: A mixture comprising 26.8g (0.2 mole) of 1,3-dithiol-2-thion and 25.2g (0.2 mole) of dimethylsulfuric acid was reacted at 60° C for 30 minutes and then at 90° C for 30 minutes. After cooling, the reaction product was poured into 150 ml of a saturated aqueous sodium perchlorate solution to deposit crystals. The crystals were recovered by filtration, washed with ether, dried and then recrystallized from methanol to obtain 42.5g of yellow crystals, m.p. 42°-46° C, yield 85.8%.